describe an organic reaction: reactants, conditions, products, and yield From a dataset of the Open Reaction Database (ORD), a public repository of structured organic reaction records. The reactants are solution, Cl (hydrogen chloride), COC1=CC=C(C=C1)C=1N(C(SC1)=NC1=CC=CC=C1)CCCNC(OC(C)(C)C)=O (t-butyl 3-[4-(4-methoxyphenyl)-2-(phenylimino)-thiazol-3(2H)-yl]propylcarbamate). Solvent: O1CCOCC1 (dioxane). Product: NCCCN1C(SC=C1C1=CC=C(C=C1)OC)=NC1=CC=CC=C1 (N-[3-(3-Aminopropyl)-4-(4-methoxyphenyl)-thiazol-2(3H)-ylidene]-aniline). Isolated yield 122.7%. Reaction SMILES: [CH3:1][O:2][C:3]1[CH:8]=[CH:7][C:6]([C:9]2[N:10]([CH2:21][CH2:22][CH2:23][NH:24]C(=O)OC(C)(C)C)[C:11](=[N:14][C:15]3[CH:20]=[CH:19][CH:18]=[CH:17][CH:16]=3)[S:12][CH:13]=2)=[CH:5][CH:4]=1.Cl>O1CCOCC1>[NH2:24][CH2:23][CH2:22][CH2:21][N:10]1[C:9]([C:6]2[CH:7]=[CH:8][C:3]([O:2][CH3:1])=[CH:4][CH:5]=2)=[CH:13][S:12][C:11]1=[N:14][C:15]1[CH:20]=[CH:19][CH:18]=[CH:17][CH:16]=1. Reported procedure: A mixture of t-butyl 3-[4-(4-methoxyphenyl)-2-(phenylimino)-thiazol-3(2H)-yl]propylcarbamate (400 mg) and a 4N solution of hydrogen chloride in dioxane (8 ml) was stirred at room temperature for 2 hours. The solvent was evaporated under reduced pressure, and to the residue was added diethyl ether. The insoluble salt was collected by filtration to give the title compound (379 mg) as hydrochloride.